This data is from the Open Reaction Database (ORD), a public repository of structured organic reaction records. The task is: describe an organic reaction: reactants, conditions, products, and yield Starting materials: BrBr, CC(=O)[O-], CC(=O)O, Cc1n[nH]c2ncccc12, ClCCl, [Na+], [Na+], [OH-], O. The product is Cc1n[nH]c2ncc(Br)cc12. RXN SMILES: [Br:16][Br:17].[C:11]([O-:12])(=[O:13])[CH3:14].[C:20]([OH:21])(=[O:22])[CH3:23].[CH3:1][c:2]1[n:3][nH:4][c:5]2[n:6][cH:7][cH:8][cH:9][c:10]12.[Cl:24][CH2:25][Cl:26].[Na+:15].[Na+:19].[OH-:18].[OH2:27]>>[CH3:1][c:2]1[n:3][nH:4][c:5]2[n:6][cH:7][c:8]([Br:16])[cH:9][c:10]12. As a reaction SMILES: [C:24]([c:25]1[cH:26][cH:27][cH:28][cH:29][cH:30]1)(=[O:31])[Cl:32].[NH2:1][CH2:2][CH2:3][CH2:4][CH2:5][n:6]1[c:7]([CH2:20][CH2:21][CH2:22][CH3:23])[n:8][c:9]2[c:10]([NH2:19])[n:11][c:12]3[cH:13][cH:14][cH:15][cH:16][c:17]3[c:18]12.[cH:33]1[cH:34][cH:35][n:36][cH:37][cH:38]1>>[NH:1]([CH2:2][CH2:3][CH2:4][CH2:5][n:6]1[c:7]([CH2:20][CH2:21][CH2:22][CH3:23])[n:8][c:9]2[c:10]([NH2:19])[n:11][c:12]3[cH:13][cH:14][cH:15][cH:16][c:17]3[c:18]12)[C:24]([c:25]1[cH:26][cH:27][cH:28][cH:29][cH:30]1)=[O:31]. Reactants: O=C(Cl)c1ccccc1, CCCCc1nc2c(N)nc3ccccc3c2n1CCCCN, c1ccncc1. Yields the product CCCCc1nc2c(N)nc3ccccc3c2n1CCCCNC(=O)c1ccccc1. Reactants: CCCCC1CCC(C2CCC(O)CC2)CC1, C1CCOC1, O=C(c1cccc2[nH]nnc12)C(F)(F)F. Yields the product CCCCC1CCC(C2CCC(OC(=O)C(F)(F)F)CC2)CC1. Reaction SMILES: [CH2:16]([CH2:17][CH2:18][CH3:19])[CH:20]1[CH2:21][CH2:22][CH:23]([CH:26]2[CH2:27][CH2:28][CH:29]([OH:32])[CH2:30][CH2:31]2)[CH2:24][CH2:25]1.[CH2:33]1[O:34][CH2:35][CH2:36][CH2:37]1.[F:1][C:2]([C:3](=[O:4])[c:5]1[c:6]2[n:7][n:8][nH:9][c:10]2[cH:11][cH:12][cH:13]1)([F:14])[F:15]>>[F:1][C:2]([C:3](=[O:4])[O:32][CH:29]1[CH2:28][CH2:27][CH:26]([CH:23]2[CH2:22][CH2:21][CH:20]([CH2:16][CH2:17][CH2:18][CH3:19])[CH2:25][CH2:24]2)[CH2:31][CH2:30]1)([F:14])[F:15]. Reactants: Fc1ccc(Br)cc1C=[N+]1CCCC1, O=Cc1cc(Br)ccc1F, C1CCNC1, [Cl-], NC(=S)c1ccccc1-n1cccc1. The product is NC(=S)c1ccccc1-n1cccc1C(c1cc(Br)ccc1F)N1CCCC1. Reaction SMILES: [Br:16][c:17]1[cH:18][cH:19][c:20]([F:29])[c:21]([CH:22]=[N+:23]2[CH2:24][CH2:25][CH2:26][CH2:27]2)[cH:28]1.[Br:30][c:31]1[cH:32][cH:33][c:34]([F:35])[c:36]([CH:38]=[O:39])[cH:37]1.[CH2:40]1[CH2:41][NH:42][CH2:43][CH2:44]1.[Cl-:15].[n:1]1(-[c:6]2[c:7]([C:8](=[S:9])[NH2:10])[cH:11][cH:12][cH:13][cH:14]2)[cH:2][cH:3][cH:4][cH:5]1>>[n:1]1(-[c:6]2[c:7]([C:8](=[S:9])[NH2:10])[cH:11][cH:12][cH:13][cH:14]2)[cH:2][cH:3][cH:4][c:5]1[CH:22]([c:21]1[c:20]([F:29])[cH:19][cH:18][c:17]([Br:16])[cH:28]1)[N:23]1[CH2:24][CH2:25][CH2:26][CH2:27]1. Starting materials: C(CO)O.O (ethylene glycol water), C=C (ethylene), Mo(CO)6, [I-].C(CCC)[P+](CCCC)(CCCC)CCCC (tetrabutylphosphonium iodide), C(C)I (ethyl iodide), C(CC)(=O)O (propionic acid). Run in CN1CCCC1=O (N-methyl pyrrolidinone). Conditions: temperature 160 celsius. Product: C(CC)(=O)OC(CC)=O (propionic anhydride). Reaction SMILES: [I-].C([P+](C[CH2:16][CH2:17][CH3:18])(CCCC)CCCC)CCC.C(I)C.[C:22]([OH:26])(=[O:25])[CH2:23][CH3:24].C=C.C(O)C[OH:31].O>CN1C(=O)CCC1>[C:22]([O:26][C:16](=[O:31])[CH2:17][CH3:18])(=[O:25])[CH2:23][CH3:24] |f:0.1,5.6|. Reported procedure: To the autoclave was added 5.81 g (0.022 moles) of Mo(CO)6, 15.5 g (0.040 moles) of tetrabutylphosphonium iodide, 109.2 g (0.700 moles) of ethyl iodide, 555 g (7.5 moles) of propionic acid, and 68.6 g of N-methyl pyrrolidinone (NMP) as polar, aprotic solvent. The condenser temperature is set at 5°-10° C. using a cooled ethylene glycol/water mixture. The autoclave was then pressure tested with nitrogen at 68.0 atm and a gas purge of 3 moles/hr of gas was established through the high pressure cond...